The task is: describe an organic reaction: reactants, conditions, products, and yield. This data is from the Open Reaction Database (ORD), a public repository of structured organic reaction records. Starting materials: COc1cc2c(cc1OC)C(CN(C)CCCN)C2, COC(C=O)OC, CCO, O. The product is COc1cc2c(cc1OC)C(CN(C)CCCNCC(OC)OC)C2. RXN SMILES: [CH3:1][O:2][c:3]1[cH:4][c:5]2[c:8]([cH:9][c:10]1[O:11][CH3:12])[CH:7]([CH2:13][N:14]([CH2:15][CH2:16][CH2:17][NH2:18])[CH3:19])[CH2:6]2.[CH3:20][O:21][CH:22]([CH:23]=[O:24])[O:25][CH3:26].[CH3:27][CH2:28][OH:29].[OH2:30]>>[CH3:1][O:2][c:3]1[cH:4][c:5]2[c:8]([cH:9][c:10]1[O:11][CH3:12])[CH:7]([CH2:13][N:14]([CH2:15][CH2:16][CH2:17][NH:18][CH2:23][CH:22]([O:21][CH3:20])[O:25][CH3:26])[CH3:19])[CH2:6]2. The reactants are ON1N=NC2=C1C=CC=C2 (1-hydroxybenzotriazole), CNC(=O)C=1N=C(N2C1CNCC2)C(F)(F)F (N-methyl-3-(trifluoromethyl)-5,6,7,8-tetrahydro imidazo[1,5-a]pyrazine-1-carboxamide), Cl.C(C)N=C=NCCCN(C)C (1-ethyl-(3-dimethylaminopropyl) carbodiimide hydrochloride), C(C)(C)N(C(C)C)CC (N, N-diisopropylethylamine), FC1=C(C(=O)O)C=C(C=C1)CC1=NNC(C2=CC=CC=C12)=O (2-Fluoro-5-[(4-oxo-3H-phthalazin-1-yl)methyl]benzoic acid). Solvent: CN(C=O)C (N,N-dimethylformamide). Reaction conditions: time 12 hour. Yields the product FC1=C(C(=O)N2CC=3N(CC2)C(=NC3C(=O)NC)C(F)(F)F)C=C(C=C1)CC1=NNC(C3=CC=CC=C13)=O (7-[2-fluoro-5-[(4-oxo-3H-phthalazin-1-yl)methyl]benzoyl]-N-methyl-3-(trifluoromethyl)-6,8-dihydro-5H-imidazo[1,5-a]pyrazine-1-carboxamide). Yield: 61.5%. Reaction SMILES: [F:1][C:2]1[CH:10]=[CH:9][C:8]([CH2:11][C:12]2[C:21]3[C:16](=[CH:17][CH:18]=[CH:19][CH:20]=3)[C:15](=[O:22])[NH:14][N:13]=2)=[CH:7][C:3]=1[C:4](O)=[O:5].ON1C2C=CC=CC=2N=N1.[CH3:33][NH:34][C:35]([C:37]1[N:38]=[C:39]([C:46]([F:49])([F:48])[F:47])[N:40]2[CH2:45][CH2:44][NH:43][CH2:42][C:41]=12)=[O:36].Cl.C(N=C=NCCCN(C)C)C.C(N(CC)C(C)C)(C)C>CN(C)C=O>[F:1][C:2]1[CH:10]=[CH:9][C:8]([CH2:11][C:12]2[C:21]3[C:16](=[CH:17][CH:18]=[CH:19][CH:20]=3)[C:15](=[O:22])[NH:14][N:13]=2)=[CH:7][C:3]=1[C:4]([N:43]1[CH2:44][CH2:45][N:40]2[C:39]([C:46]([F:49])([F:47])[F:48])=[N:38][C:37]([C:35]([NH:34][CH3:33])=[O:36])=[C:41]2[CH2:42]1)=[O:5] |f:3.4|. Procedure: 2-Fluoro-5-[(4-oxo-3H-phthalazin-1-yl)methyl]benzoic acid 1a (598 mg, 2 mmol) was dissolved in 10 mL of N,N-dimethylformamide, followed by addition of 1-hydroxybenzotriazole (135 mg, 1 mmol), crude N-methyl-3-(trifluoromethyl)-5,6,7,8-tetrahydroimidazo[1,5-a]pyrazine-1-carboxamide 13a (498 mg, 2 mmol), 1-ethyl-(3-dimethylaminopropyl) carbodiimide hydrochloride (573 mg, 3 mmol) and N, N-diisopropylethylamine (774 mg, 6 mmol). After stirring for 12 hours, the reaction mixture was concentrated unde... The reactants are O=C([O-])[O-], COc1ccc(CO)cc1, CN(C)C=O, [Cs+], [Cs+], N#Cc1c(F)cccc1F. Yields the product COc1ccc(COc2cccc(F)c2C#N)cc1. As a reaction SMILES: [C:11](=[O:12])([O-:13])[O-:14].[CH3:1][O:2][c:3]1[cH:4][cH:5][c:6]([CH2:7][OH:8])[cH:9][cH:10]1.[CH3:27][N:28]([CH3:29])[CH:30]=[O:31].[Cs+:15].[Cs+:16].[F:17][c:18]1[c:19]([C:20]#[N:21])[c:22]([F:26])[cH:23][cH:24][cH:25]1>>[CH3:1][O:2][c:3]1[cH:4][cH:5][c:6]([CH2:7][O:8][c:22]2[c:19]([C:20]#[N:21])[c:18]([F:17])[cH:25][cH:24][cH:23]2)[cH:9][cH:10]1. Yields the product FC=1C(=C2C(=NC1)NC(=C2)C2=CC(=CC=C2)S(=O)(=O)C)C2=CN=C(S2)C2(CCC2)O (1-(5-(5-fluoro-2-(3-(methylsulfonyl)phenyl)-1H-pyrrolo[2,3-b]pyridin-4-yl)thiazol-2-yl)cyclobutanol). As a reaction SMILES: [F:1][C:2]1[C:3]([C:31]2[S:35][C:34]([C:36]3([OH:40])[CH2:39][CH2:38][CH2:37]3)=[N:33][CH:32]=2)=[C:4]2[CH:10]=[C:9]([C:11]3[CH:16]=[CH:15][CH:14]=[C:13]([S:17]([CH3:20])(=[O:19])=[O:18])[CH:12]=3)[N:8](S(C3C=CC(C)=CC=3)(=O)=O)[C:5]2=[N:6][CH:7]=1.Cl>CO.[OH-].[Na+]>[F:1][C:2]1[C:3]([C:31]2[S:35][C:34]([C:36]3([OH:40])[CH2:39][CH2:38][CH2:37]3)=[N:33][CH:32]=2)=[C:4]2[CH:10]=[C:9]([C:11]3[CH:16]=[CH:15][CH:14]=[C:13]([S:17]([CH3:20])(=[O:19])=[O:18])[CH:12]=3)[NH:8][C:5]2=[N:6][CH:7]=1 |f:3.4|. The reactants are FC=1C(=C2C(=NC1)N(C(=C2)C2=CC(=CC=C2)S(=O)(=O)C)S(=O)(=O)C2=CC=C(C)C=C2)C2=CN=C(S2)C2(CCC2)O (1-(5-(5-fluoro-2-(3-(methylsulfonyl)phenyl)-1-tosyl-1H-pyrrolo[2,3-b]pyridin-4-yl)thiazol-2-yl)cyclobutanol), Cl (HCl). Reported procedure: A solution of 1-(5-(5-fluoro-2-(3-(methylsulfonyl)phenyl)-1-tosyl-1H-pyrrolo[2,3-b]pyridin-4-yl)thiazol-2-yl)cyclobutanol (Example 91A) (94.2 mg, 0.158 mmol) in methanol (2.500 mL) and 2N sodium hydroxide solution (833 μL) was heated by microwave irradiation (Biotage, Initiator) to 120° C. for 30 minutes. The reaction was cooled to room temperature, and the pH adjusted to ˜3 with 10% aqueous HCl solution. The resulting solution was purified by reverse phase high performance liquid chromatography... The solvent is CO (methanol), [OH-].[Na+] (sodium hydroxide). Reactants: C1(CCCCC1)N(C(=O)NC=1SC(=CN1)SC#N)C1CCCCC1 (1,1-dicyclohexyl-3-(5-thiocyanato-thiazol-2-yl)-urea), SC[C@H](O)[C@H](O)CS (dithioerythritol), CN(CCCCl)C (3-dimethylamino-1-propylchloride). The product is C1(CCCCC1)N(C(=O)NC=1SC(=CN1)SCCCN(C)C)C1CCCCC1 (1,1-Dicyclohexyl-3-[5-(3-dimethylamino-propylsulfanyl)-thiazol-2-yl]-urea). RXN SMILES: [CH:1]1([N:7]([CH:19]2[CH2:24][CH2:23][CH2:22][CH2:21][CH2:20]2)[C:8]([NH:10][C:11]2[S:12][C:13]([S:16]C#N)=[CH:14][N:15]=2)=[O:9])[CH2:6][CH2:5][CH2:4][CH2:3][CH2:2]1.SC[C@@H]([C@@H](CS)O)O.[CH3:33][N:34]([CH3:39])[CH2:35][CH2:36][CH2:37]Cl>>[CH:19]1([N:7]([CH:1]2[CH2:2][CH2:3][CH2:4][CH2:5][CH2:6]2)[C:8]([NH:10][C:11]2[S:12][C:13]([S:16][CH2:37][CH2:36][CH2:35][N:34]([CH3:39])[CH3:33])=[CH:14][N:15]=2)=[O:9])[CH2:24][CH2:23][CH2:22][CH2:21][CH2:20]1. Procedure: Prepared as described in general procedure (H) using 1,1-dicyclohexyl-3-(5-thiocyanato-thiazol-2-yl)-urea, dithioerythritol and 3-dimethylamino-1-propylchloride.